Dataset: the Open Reaction Database (ORD), a public repository of structured organic reaction records. Task: describe an organic reaction: reactants, conditions, products, and yield Reactants: Br, O=C(NC12CC3CC(C1)C(=S)C(C3)C2)OCc1ccccc1. The product is Br, NC12CC3CC(C1)C(=S)C(C3)C2. Reaction SMILES: [BrH:23].[CH2:1]([O:2][C:3](=[O:4])[NH:10][C:11]12[CH2:12][CH:13]3[C:14](=[S:21])[CH:15]([CH2:16][CH:17]([CH2:18]1)[CH2:19]3)[CH2:20]2)[c:5]1[cH:6][cH:7][cH:8][cH:9][cH:22]1>>[BrH:23].[NH2:10][C:11]12[CH2:12][CH:13]3[C:14](=[S:21])[CH:15]([CH2:16][CH:17]([CH2:18]1)[CH2:19]3)[CH2:20]2. The product is COC1=CC=C(C=C1)N1CCN(CC1)CC(COC1=CC=CC2=CC=CC=C12)O (1-(4-methoxy-phenyl)-4-[3-(naphth-1-yloxy)-2-hydroxypropyl]-piperazine). Reactants: O1C(COC2=CC=CC3=CC=CC=C23)C1 (2,3-epoxy-1-(1-naphthyloxy)-propane), COC1=CC=C(C=C1)N1CCNCC1 (1-(4-methoxyphenyl)-piperazine). As a reaction SMILES: [O:1]1[CH2:15][CH:2]1[CH2:3][O:4][C:5]1[C:14]2[C:9](=[CH:10][CH:11]=[CH:12][CH:13]=2)[CH:8]=[CH:7][CH:6]=1.[CH3:16][O:17][C:18]1[CH:23]=[CH:22][C:21]([N:24]2[CH2:29][CH2:28][NH:27][CH2:26][CH2:25]2)=[CH:20][CH:19]=1>C(O)C>[CH3:16][O:17][C:18]1[CH:19]=[CH:20][C:21]([N:24]2[CH2:29][CH2:28][N:27]([CH2:15][CH:2]([OH:1])[CH2:3][O:4][C:5]3[C:14]4[C:9](=[CH:10][CH:11]=[CH:12][CH:13]=4)[CH:8]=[CH:7][CH:6]=3)[CH2:26][CH2:25]2)=[CH:22][CH:23]=1. Yield: 76.0%. Run at time 8 hour. Reported procedure: 20.0 g. (0.1 mol) 2,3-epoxy-1-(1-naphthyloxy)-propane were mixed with 30 ml. ethanol and 19.2 g. (0.1 mol) 1-(4-methoxyphenyl)-piperazine, whereafter the reaction mixture was heated to 60° C. and maintained at this temperature for 6 hours. The reaction mixture was then left to stand overnight and the ethanol subsequently evaporated off. The oily residue was dissolved in chloroform, hydrogen chloride was passed through the chloroform solution and then ether was added, the dihydrochloride thereby ... The solvent is C(C)O (ethanol). Reported procedure: Add isopropyl chloroformate (8.50 mL, 8.50 mmol) to a solution of (+/−)-cis-N-(6-methoxy-2-methyl-1,2,3,4-tetrahydro-[1,5]naphthyridin-4-yl)acetamide (0.404 g, 1.702 mmol), pyridine (1.370 mL, 17.02 mmol) in dichloromethane (10 mL) at 0° C. and slowly warm to room temperature. After 12 h, remove the solvent under reduced pressure. Purify the crude material using silica gel chromatography, eluting with ethyl acetate (neat), to afford the title compound (0.496 g, 91%). MS (ES+): 322 (M+H). The solvent is ClCCl (dichloromethane). Reaction conditions: time 12 hour. The reactants are ClC(=O)OC(C)C (isopropyl chloroformate), COC=1N=C2[C@@H](C[C@@H](NC2=CC1)C)NC(C)=O ((+/−)-cis-N-(6-methoxy-2-methyl-1,2,3,4-tetrahydro-[1,5]naphthyridin-4-yl)acetamide), N1=CC=CC=C1 (pyridine). Product: C(C)(C)OC(=O)N1[C@H](C[C@H](C2=NC(=CC=C12)OC)NC(C)=O)C ((+/−)-cis-4-Acetylamino-6-methoxy-2-methyl-3,4-dihydro-2H-[1,5]naphthyridine-1-carboxylic acid isopropyl ester). Isolated yield 90.7%. Reaction SMILES: Cl[C:2]([O:4][CH:5]([CH3:7])[CH3:6])=[O:3].[CH3:8][O:9][C:10]1[N:11]=[C:12]2[C:17](=[CH:18][CH:19]=1)[NH:16][C@@H:15]([CH3:20])[CH2:14][C@H:13]2[NH:21][C:22](=[O:24])[CH3:23].N1C=CC=CC=1>ClCCl>[CH:5]([O:4][C:2]([N:16]1[C:17]2[C:12](=[N:11][C:10]([O:9][CH3:8])=[CH:19][CH:18]=2)[C@H:13]([NH:21][C:22](=[O:24])[CH3:23])[CH2:14][C@@H:15]1[CH3:20])=[O:3])([CH3:7])[CH3:6]. Starting materials: CCc1ncc2n1CCN(C(=O)OC(C)(C)C)C2CCc1cc(F)c(C(F)(F)F)cc1F, CC#N, O=C1CCC(=O)N1Cl. As a reaction SMILES: [C:1]([CH3:2])([CH3:3])([CH3:4])[O:5][C:6](=[O:7])[N:8]1[CH:9]([CH2:19][CH2:20][c:21]2[c:22]([F:32])[cH:23][c:24]([C:28]([F:29])([F:30])[F:31])[c:25]([F:27])[cH:26]2)[c:10]2[n:11]([c:14]([CH2:17][CH3:18])[n:15][cH:16]2)[CH2:12][CH2:13]1.[CH3:41][C:42]#[N:43].[Cl:33][N:34]1[C:35](=[O:36])[CH2:37][CH2:38][C:39]1=[O:40]>>[C:1]([CH3:2])([CH3:3])([CH3:4])[O:5][C:6](=[O:7])[N:8]1[CH:9]([CH2:19][CH2:20][c:21]2[c:22]([F:32])[cH:23][c:24]([C:28]([F:29])([F:30])[F:31])[c:25]([F:27])[cH:26]2)[c:10]2[n:11]([c:14]([CH2:17][CH3:18])[n:15][c:16]2[Cl:33])[CH2:12][CH2:13]1. Product: CCc1nc(Cl)c2n1CCN(C(=O)OC(C)(C)C)C2CCc1cc(F)c(C(F)(F)F)cc1F. The reactants are FC1=NC(F)N(OC(F)F)C(Cl)=N1, N, C1CCOC1. Product: NC1N=C(F)N=C(Cl)N1OC(F)F. As a reaction SMILES: [F:2][CH:3]1[N:4]([O:11][CH:12]([F:13])[F:14])[C:5]([Cl:10])=[N:6][C:7]([F:9])=[N:8]1.[NH3:1].[O:15]1[CH2:16][CH2:17][CH2:18][CH2:19]1>>[NH2:1][CH:3]1[N:4]([O:11][CH:12]([F:13])[F:14])[C:5]([Cl:10])=[N:6][C:7]([F:9])=[N:8]1. Reactants: C1=CCCCCCCCCCC1 (cyclododecene), C(Cl)(Cl)Cl (chloroform), O (water), C1CCCCCCCCCCC1 (cyclododecane), C(Cl)(Cl)Cl (chloroform). Product: C1(CCCCCCCCCCC1)O (cyclododecanol). Yield: 93.0%. As a reaction SMILES: C(Cl)(Cl)Cl.[CH2:5]1[CH2:16][CH2:15][CH2:14][CH2:13][CH2:12][CH2:11][CH2:10][CH2:9][CH2:8][CH2:7][CH2:6]1.C1CCCCCCCCCCC=1.[OH2:29]>>[CH:5]1([OH:29])[CH2:16][CH2:15][CH2:14][CH2:13][CH2:12][CH2:11][CH2:10][CH2:9][CH2:8][CH2:7][CH2:6]1. Reported procedure: The chloroform layer (top layer) was diluted at 5° C. with 200 ml of water and then passed to the heated hydrolysis vessel where chloroform was distilled off. Next, the reaction mixture was heated at 95°-100° C. in this vessel for 60 minutes. The organic layer was separated off and analyzed. It was found to contain 3.52 grams of cyclododecane, 6.80 grams of cyclododecene (conversion 77%) and 23.45 grams of cyclododecanol (0.121 mole; yield 93%, calculated with subtraction of recovered starting m... Reactants: CCc1cccc(CC)c1N=C=O, ClCCl, Cl, NC1CCC(c2ccccc2)CC1, c1ccncc1. The product is CCc1cccc(CC)c1NC(=O)NC1CCC(c2ccccc2)CC1. As a reaction SMILES: [CH2:14]([CH3:15])[c:16]1[c:17]([N:24]=[C:25]=[O:26])[c:18]([CH2:22][CH3:23])[cH:19][cH:20][cH:21]1.[Cl:34][CH2:35][Cl:36].[ClH:33].[c:1]1([CH:7]2[CH2:8][CH2:9][CH:10]([NH2:13])[CH2:11][CH2:12]2)[cH:2][cH:3][cH:4][cH:5][cH:6]1.[cH:27]1[cH:28][cH:29][n:30][cH:31][cH:32]1>>[c:1]1([CH:7]2[CH2:8][CH2:9][CH:10]([NH:13][C:25]([NH:24][c:17]3[c:16]([CH2:14][CH3:15])[cH:21][cH:20][cH:19][c:18]3[CH2:22][CH3:23])=[O:26])[CH2:11][CH2:12]2)[cH:2][cH:3][cH:4][cH:5][cH:6]1. The reactants are C[O-], CO, O=C(O)n1nc(-c2ccccc2Cl)c2cnc(Oc3ccc(F)cc3F)cc21, [Na+]. The product is Fc1ccc(Oc2cc3[nH]nc(-c4ccccc4Cl)c3cn2)c(F)c1. Reaction SMILES: [CH3:29][O-:30].[CH3:32][OH:33].[Cl:1][c:2]1[c:3](-[c:8]2[n:9][n:10]([C:26]([OH:27])=[O:28])[c:11]3[c:12]2[cH:13][n:14][c:15]([O:17][c:18]2[c:19]([F:25])[cH:20][c:21]([F:24])[cH:22][cH:23]2)[cH:16]3)[cH:4][cH:5][cH:6][cH:7]1.[Na+:31]>>[Cl:1][c:2]1[c:3](-[c:8]2[n:9][nH:10][c:11]3[c:12]2[cH:13][n:14][c:15]([O:17][c:18]2[c:19]([F:25])[cH:20][c:21]([F:24])[cH:22][cH:23]2)[cH:16]3)[cH:4][cH:5][cH:6][cH:7]1. The reactants are OCCC1=CC=C(C=C1)O (4-(2-hydroxy-ethyl)-phenol), C([O-])([O-])=O.[K+].[K+] (potassium carbonate), C(C1=CC=CC=C1)Br (benzyl bromide). The solvent is C(C)O (ethanol). Conditions: time 8 hour. Product: C(C1=CC=CC=C1)OC1=CC=C(C=C1)CCO (2-(4-Benzyloxy-phenyl)-ethanol). As a reaction SMILES: [OH:1][CH2:2][CH2:3][C:4]1[CH:9]=[CH:8][C:7]([OH:10])=[CH:6][CH:5]=1.C(=O)([O-])[O-].[K+].[K+].[CH2:17](Br)[C:18]1[CH:23]=[CH:22][CH:21]=[CH:20][CH:19]=1>C(O)C>[CH2:17]([O:10][C:7]1[CH:8]=[CH:9][C:4]([CH2:3][CH2:2][OH:1])=[CH:5][CH:6]=1)[C:18]1[CH:23]=[CH:22][CH:21]=[CH:20][CH:19]=1 |f:1.2.3|. Reported procedure: To a solution of 4-(2-hydroxy-ethyl)-phenol (50 g, 0.36 mol) in ethanol (400 ml) is added potassium carbonate (75 g, 0.54 mol, 1.5 eq) and benzyl bromide (47.2 ml, 0.39 mol, 1.1 eq), the reaction mixture is stirred at RT overnight. The reaction mixture is then filtered off through celite and concentrated under vacuum. 2-(4-Benzyloxy-phenyl)-ethanol is isolated after crystallization with diethyl ether.